From a dataset of the Open Reaction Database (ORD), a public repository of structured organic reaction records. describe an organic reaction: reactants, conditions, products, and yield The reactants are S(=O)(Cl)Cl (Thionyl chloride), C(#N)C=1C=C(C(=O)O)C=CC1 (3-cyanobenzoic acid). Run in ClCCl (dichloromethane). Reagents/catalysts: CN(C=O)C (dimethylformamide). Product: C(#N)C=1C=C(C(=O)Cl)C=CC1 (3-cyanobenzoyl chloride). Reaction SMILES: S(Cl)([Cl:3])=O.[C:5]([C:7]1[CH:8]=[C:9]([CH:13]=[CH:14][CH:15]=1)[C:10](O)=[O:11])#[N:6]>CN(C)C=O.ClCCl>[C:5]([C:7]1[CH:8]=[C:9]([CH:13]=[CH:14][CH:15]=1)[C:10]([Cl:3])=[O:11])#[N:6]. Reported procedure: Thionyl chloride (10 ml) and dimethylformamide (1 drop) were added to a solution of 3-cyanobenzoic acid (10 g) in dichloromethane (100 ml), and the mixture was refluxed far 3 hours. After the reaction, the solvent was evaporated under reduced pressure to give 3-cyanobenzoyl chloride. Then, the oil was dissolved in dichloromethane (25 ml), and the solution was dropwise added to a solution of 4-aminopyridine (5 g) and diisopropylethylamine (8.9 g) in dichloromethane (50 ml), which was followed by ...